From a dataset of the Open Reaction Database (ORD), a public repository of structured organic reaction records. describe an organic reaction: reactants, conditions, products, and yield Starting materials: ClC(C(=O)Cl)(C(F)(F)F)F (2-chlorotetrafluoropropionyl chloride), N1=CC=CC=C1 (pyridine), C(=C)OCCCC (butyl vinyl ether). The solvent is ClCCl (dichloromethane). Run at temperature 0 celsius, time 15 hour. Yields the product C(CCC)OC=CC(C(C(F)(F)F)(F)Cl)=O (1-Butoxy-4-chloro-4,5,5,5-tetrafluoropent-1-en-3-one). Reaction SMILES: [Cl:1][C:2]([F:10])([C:6]([F:9])([F:8])[F:7])[C:3](Cl)=[O:4].N1C=CC=CC=1.[CH:17]([O:19][CH2:20][CH2:21][CH2:22][CH3:23])=[CH2:18]>ClCCl>[CH2:20]([O:19][CH:17]=[CH:18][C:3](=[O:4])[C:2]([Cl:1])([F:10])[C:6]([F:9])([F:8])[F:7])[CH2:21][CH2:22][CH3:23]. Procedure: With stirring and at 0° C., 9.59 g (48.2 mmol) of 2-chlorotetrafluoropropionyl chloride were added dropwise to a mixture of 4.19 g (50.0 mmol) of pyridine and 4.83 g (48.2 mmol) of butyl vinyl ether in 75 ml of dichloromethane. After the addition, stirring was continued at room temperature for another 15 h. The mixture was then washed with 1N hydrochloric acid and 2×100 ml of water, and the organic phase was separated off, dried and concentrated. This gave 6.33 g (50% of theory) of a brown oil. Reactants: CO, CN, CO, O=Cc1cc(NC(=O)c2ccccc2)n(-c2ccccc2)n1, C1CCOC1. Yields the product CNCc1cc(NC(=O)c2ccccc2)n(-c2ccccc2)n1. As a reaction SMILES: [CH3:23][OH:24].[CH3:25][NH2:26].[CH3:32][OH:33].[CH:1](=[O:2])[c:3]1[n:4][n:5](-[c:17]2[cH:18][cH:19][cH:20][cH:21][cH:22]2)[c:6]([NH:8][C:9]([c:10]2[cH:11][cH:12][cH:13][cH:14][cH:15]2)=[O:16])[cH:7]1.[O:27]1[CH2:28][CH2:29][CH2:30][CH2:31]1>>[CH2:1]([c:3]1[n:4][n:5](-[c:17]2[cH:18][cH:19][cH:20][cH:21][cH:22]2)[c:6]([NH:8][C:9]([c:10]2[cH:11][cH:12][cH:13][cH:14][cH:15]2)=[O:16])[cH:7]1)[NH:26][CH3:25]. Starting materials: ClC1=NC(=C(C(=N1)N1CCOCC1)[N+](=O)[O-])C (2-chloro-6-methyl-4-morpholino-5-nitro-pyrimidine), O.O.O.O.O.O.N1CCNCC1 (piperazine hexahydrate). Run in CC(=O)C.O1CCOCC1 (acetone dioxane), CC(=O)C.O1CCOCC1 (acetone dioxane). Product: CC1=C(C(=NC(=N1)N1CCNCC1)N1CCOCC1)[N+](=O)[O-] (6-Methyl-4-morpholino-5-nitro-2-piperazino-pyrimidine). RXN SMILES: Cl[C:2]1[N:7]=[C:6]([N:8]2[CH2:13][CH2:12][O:11][CH2:10][CH2:9]2)[C:5]([N+:14]([O-:16])=[O:15])=[C:4]([CH3:17])[N:3]=1.O.O.O.O.O.O.[NH:24]1[CH2:29][CH2:28][NH:27][CH2:26][CH2:25]1>CC(C)=O.O1CCOCC1>[CH3:17][C:4]1[N:3]=[C:2]([N:24]2[CH2:29][CH2:28][NH:27][CH2:26][CH2:25]2)[N:7]=[C:6]([N:8]2[CH2:13][CH2:12][O:11][CH2:10][CH2:9]2)[C:5]=1[N+:14]([O-:16])=[O:15] |f:1.2.3.4.5.6.7,8.9|. Procedure: A solution of 2.6 gm (0.01 mol) of 2-chloro-6-methyl-4-morpholino-5-nitro-pyrimidine (m.p. 127°-129°C, prepared from 2,4-dichloro-6-methyl-5-nitro-pyrimidine and morpholine) in 100 ml of acetone/dioxane (1:1) was added dropwise, while stirring and cooling, to a solution of 19.4 gm (0.1 mol) of piperazine hexahydrate in 300 ml of acetone/dioxane (1:1) at about 5°C. After about 1 hour the solvents were distilled off in vacuo, and the residue was taken up in about 100 ml of water. The insoluble rea... Starting materials: [BH4-], CCOC(=O)C1(C(C[N+](=O)[O-])c2cccnc2)CCCN(C(=O)OC(C)(C)C)C1, CO, [Na+], Cl[Ni]Cl, O, O, O, O, O, O. The product is CCOC(=O)C1(C(CN)c2cccnc2)CCCN(C(=O)OC(C)(C)C)C1. Reaction SMILES: [BH4-:30].[CH2:1]([CH3:2])[O:3][C:4](=[O:5])[C:6]1([CH:19]([CH2:20][N+:21]([O-:22])=[O:23])[c:24]2[cH:25][n:26][cH:27][cH:28][cH:29]2)[CH2:7][N:8]([C:12](=[O:13])[O:14][C:15]([CH3:16])([CH3:17])[CH3:18])[CH2:9][CH2:10][CH2:11]1.[CH3:32][OH:33].[Na+:31].[Ni:40]([Cl:41])[Cl:42].[OH2:34].[OH2:35].[OH2:36].[OH2:37].[OH2:38].[OH2:39]>>[CH2:1]([CH3:2])[O:3][C:4](=[O:5])[C:6]1([CH:19]([CH2:20][NH2:21])[c:24]2[cH:25][n:26][cH:27][cH:28][cH:29]2)[CH2:7][N:8]([C:12](=[O:13])[O:14][C:15]([CH3:16])([CH3:17])[CH3:18])[CH2:9][CH2:10][CH2:11]1. The reactants are NC=1C(=C2C(=NC1)C=CS2)N[C@@H]2CC[C@H](CC2)CC#N ({trans-4-[(6-aminothieno[3,2-b]pyridin-7-yl)amino]cyclohexyl}acetonitrile), resultant mixture, O[C@@H](C(=O)N)C ((2R)-2-hydroxypropanamide), F[B-](F)(F)F.C(C)[O+](CC)CC (triethyloxonium tetrafluoroborate). The solvent is C(C)O (ethanol), O1CCCC1 (tetrahydrofuran). Run at time 15 minute. The product is O[C@H](C)C1=NC=2C(=C3C(=NC2)C=CS3)N1[C@@H]1CC[C@H](CC1)CC#N ((trans-4-{2-[(1R)-1-Hydroxyethyl]-1H-imidazo[4,5-d]thieno[3,2-b]pyridin-1-yl}cyclohexyl)acetonitrile). Isolated yield 44.1%. RXN SMILES: [OH:1][C@H:2]([CH3:6])[C:3]([NH2:5])=O.F[B-](F)(F)F.C([O+](CC)CC)C.N[C:20]1[C:21]([NH:29][C@H:30]2[CH2:35][CH2:34][C@H:33]([CH2:36][C:37]#[N:38])[CH2:32][CH2:31]2)=[C:22]2[S:28][CH:27]=[CH:26][C:23]2=[N:24][CH:25]=1>O1CCCC1.C(O)C>[OH:1][C@@H:2]([C:3]1[N:29]([C@H:30]2[CH2:31][CH2:32][C@H:33]([CH2:36][C:37]#[N:38])[CH2:34][CH2:35]2)[C:21]2=[C:22]3[S:28][CH:27]=[CH:26][C:23]3=[N:24][CH:25]=[C:20]2[N:5]=1)[CH3:6] |f:1.2|. Procedure details: A mixture of (2R)-2-hydroxypropanamide (0.12 g, 1.3 mmol) and triethyloxonium tetrafluoroborate (0.25 g, 1.3 mmol) in tetrahydrofuran (2 mL) became a solution after stirred for 15 min. After another 45 min, this solution was added to a mixture of {trans-4-[(6-aminothieno[3,2-b]pyridin-7-yl)amino]cyclohexyl}acetonitrile (124 mg, 0.433 mmol) in ethanol (3.4 mL) and the resultant mixture was heated at reflux for 2 h. The crude mixture was purified on RP-HPLC (XBridge C18 column, eluting with a grad... Reactants: [Br-].N1(CCCC1)C(C[N+]1=C(C=CC=C1)CC#N)=O (1-[2-(1-Pyrrolidinyl)-2-oxoethyl]-2-(cyanomethyl)pyridinium bromide), [Cl-] (chloride). The solvent is O (water). Yields the product [Cl-].N1(CCCC1)C(C[N+]1=C(C=CC=C1)CC#N)=O (1-[2-(1-pyrrolidinyl)-2-oxoethyl]-2-(cyanomethyl)pyridinium chloride), prisms. As a reaction SMILES: [Br-].[N:2]1([C:7](=[O:18])[CH2:8][N+:9]2[CH:14]=[CH:13][CH:12]=[CH:11][C:10]=2[CH2:15][C:16]#[N:17])[CH2:6][CH2:5][CH2:4][CH2:3]1.[Cl-:19]>O>[Cl-:19].[N:2]1([C:7](=[O:18])[CH2:8][N+:9]2[CH:14]=[CH:13][CH:12]=[CH:11][C:10]=2[CH2:15][C:16]#[N:17])[CH2:6][CH2:5][CH2:4][CH2:3]1 |f:0.1,4.5|. Procedure: 1-[2-(1-Pyrrolidinyl)-2-oxoethyl]-2-(cyanomethyl)pyridinium bromide (0.74 g, 2.39 mmole) was dissolved in water (3 mL), loaded onto an Amberlite IRA-400 column (chloride form, 2.5 cm×19 cm) and eluted with distilled water. Fractions 1 (30 mL) and 2 (20 mL) were evaporated under reduced pressure and the residue was recrystalized from acetonitrile-ether to give the title compound as 0.512 g of prisms, mp 130–132° C. Calcd for C13H16N3OCl: C 58.70, H 6.02, N 15.80, Cl 13.34; found: C, 58.68; H, 6.2... The reactants are FC1=C(C(=O)Cl)C=CC=C1 (2-fluorobenzoyl chloride), FC=1C=C(C(=O)Cl)C=CC1 (3-fluorobenzoyl chloride), NC=1C=C(C(=O)NCC2=CC=CC=C2)C=CN1 (2-amino-N-benzylisonicotinamide). Product: C(C1=CC=CC=C1)NC(C1=CC(=NC=C1)NC(C1=CC(=CC=C1)F)=O)=O (N-benzyl-2-(3-fluorobenzamido)isonicotinamide). The yield is 44.0%. As a reaction SMILES: FC1C=CC=CC=1C(Cl)=O.[F:11][C:12]1[CH:13]=[C:14]([CH:18]=[CH:19][CH:20]=1)[C:15](Cl)=[O:16].[NH2:21][C:22]1[CH:23]=[C:24]([CH:35]=[CH:36][N:37]=1)[C:25]([NH:27][CH2:28][C:29]1[CH:34]=[CH:33][CH:32]=[CH:31][CH:30]=1)=[O:26]>>[CH2:28]([NH:27][C:25](=[O:26])[C:24]1[CH:35]=[CH:36][N:37]=[C:22]([NH:21][C:15](=[O:16])[C:14]2[CH:18]=[CH:19][CH:20]=[C:12]([F:11])[CH:13]=2)[CH:23]=1)[C:29]1[CH:34]=[CH:33][CH:32]=[CH:31][CH:30]=1. Reported procedure: Following the procedure as describe in Example 6, making variations as required to replace 2-fluorobenzoyl chloride with 3-fluorobenzoyl chloride to react with 2-amino-N-benzylisonicotinamide, N-benzyl-2-(3-fluorobenzamido)isonicotinamide was obtained as a colorless solid in 44% yield: mp 140-143° C. (hexanes/ethyl acetate); 1H NMR (300 MHz, CDCl3) δ 8.71 (s, 1H), 8.60 (s, 1H), 8.41-8.39 (m, 1H), 7.70-7.55 (m, 3H), 7.51-7.44 (m, 1H), 7.37-7.25 (m, 6H), 6.76-6.66 (m, 1H), 4.65 (d, J=5.8 Hz, 2H); ...